Dataset: the Open Reaction Database (ORD), a public repository of structured organic reaction records. Task: describe an organic reaction: reactants, conditions, products, and yield Starting materials: CN1CNC(=O)C(c2ccccc2)(c2ccccn2)C1, O, S=P12SP3(=S)SP(=S)(S1)SP(=S)(S2)S3, c1ccccc1. Yields the product CN1CNC(=S)C(c2ccccc2)(c2ccccn2)C1. As a reaction SMILES: [CH3:1][N:2]1[CH2:3][NH:4][C:5](=[O:20])[C:6]([c:8]2[n:9][cH:10][cH:11][cH:12][cH:13]2)([c:14]2[cH:15][cH:16][cH:17][cH:18][cH:19]2)[CH2:7]1.[OH2:35].[P:21]12(=[S:22])[S:23][P:24]3(=[S:34])[S:25][P:26](=[S:32])([S:27][P:28](=[S:31])([S:29]3)[S:30]1)[S:33]2.[cH:36]1[cH:37][cH:38][cH:39][cH:40][cH:41]1>>[CH3:1][N:2]1[CH2:3][NH:4][C:5](=[S:22])[C:6]([c:8]2[n:9][cH:10][cH:11][cH:12][cH:13]2)([c:14]2[cH:15][cH:16][cH:17][cH:18][cH:19]2)[CH2:7]1. Reactants: C(C)OC(=O)C1(OC1)CCCCCC1CCCCC1 (2-(5-cyclohexylpentyl)-oxirane-2-carboxylic acid ethyl ester), [OH-].[Na+] (sodium hydroxide). Solvent: O1CCCC1 (tetrahydrofuran). The product is C1(CCCCC1)CCCCCC1(OC1)C(=O)[O-].[Na+] (Sodium 2-(5-Cyclohexylpentyl)-oxirane-2-carboxylate). RXN SMILES: C([O:3][C:4]([C:6]1([CH2:9][CH2:10][CH2:11][CH2:12][CH2:13][CH:14]2[CH2:19][CH2:18][CH2:17][CH2:16][CH2:15]2)[CH2:8][O:7]1)=[O:5])C.[OH-].[Na+:21]>O1CCCC1>[CH:14]1([CH2:13][CH2:12][CH2:11][CH2:10][CH2:9][C:6]2([C:4]([O-:5])=[O:3])[CH2:8][O:7]2)[CH2:15][CH2:16][CH2:17][CH2:18][CH2:19]1.[Na+:21] |f:1.2,4.5|. Procedure: 1.5 g of 2-(5-cyclohexylpentyl)-oxirane-2-carboxylic acid ethyl ester are stirred for 2 hours at room temperature with 5,6 ml of 1 N sodium hydroxide solution and 5 ml of tetrahydrofuran. The mixture is concentrated to half its volume and the fatty gleaming plates of the title compound which have been precipitated are filtered off. Reactants: OS(=O)(=O)[O-].[K+] (KHSO4), EtOAc hexanes, C(C)(C)(C)OC(NCCC(N(C)OC)=O)=O ([2-(methoxy-methyl-carbamoyl)-ethyl]-carbamic acid tert-butyl ester), C[Mg+].[Br-] (CH3MgBr). Solvent: CCOC(=O)C (EtOAc), C1CCOC1 (THF). Reaction conditions: temperature 25 celsius, time 2 hour. Yields the product EtOAc hexanes, C(C)(C)(C)OC(NCCC(C)=O)=O ((3-Oxo-butyl)-carbamic acid tert-butyl ester). Isolated yield 20.0%. Reaction SMILES: [C:1]([O:5][C:6](=[O:16])[NH:7][CH2:8][CH2:9][C:10](=[O:15])N(OC)C)([CH3:4])([CH3:3])[CH3:2].[CH3:17][Mg+].[Br-].OS([O-])(=O)=O.[K+]>C1COCC1.CCOC(C)=O>[C:1]([O:5][C:6](=[O:16])[NH:7][CH2:8][CH2:9][C:10](=[O:15])[CH3:17])([CH3:2])([CH3:3])[CH3:4] |f:1.2,3.4|. Reported procedure: A solution of BOC-beta-alanine (20 g, 105 mmol), 10-2 (10.3 g, 105 mmol), BOP reagent (46.5 g, 105 mmol), and N-methylmorpholine (46 mL, 420 mmol) in acetonitrile (500 mL) was stirred for 15 h. The reaction was diluted with EtOAc, washed with H2O, 10% KHSO4(aq.), sat. NaHCO3, dried (MgSO4) and concentrated to give crude [2-(methoxy-methyl-carbamoyl)-ethyl]-carbamic acid tert-butyl ester 10-3 as a yellow oil. TLC Rf=0.42 (silica, 20% EtOAc/hexanes). To a solution of this crude amide in THF (500 m... The reactants are C1COCCO1, COC(=O)c1cc(Cl)cc(OCCN(C(=O)OC(C)(C)C)c2ccncc2)c1, Cl, [Na+], [OH-], O. Yields the product CC(C)(C)OC(=O)N(CCOc1cc(Cl)cc(C(=O)O)c1)c1ccncc1. Reaction SMILES: [CH2:32]1[O:33][CH2:34][CH2:35][O:36][CH2:37]1.[CH3:1][O:2][C:3]([c:4]1[cH:5][c:6]([O:11][CH2:12][CH2:13][N:14]([c:15]2[cH:16][cH:17][n:18][cH:19][cH:20]2)[C:21](=[O:22])[O:23][C:24]([CH3:25])([CH3:26])[CH3:27])[cH:7][c:8]([Cl:10])[cH:9]1)=[O:28].[ClH:31].[Na+:30].[OH-:29].[OH2:38]>>[O:2]=[C:3]([c:4]1[cH:5][c:6]([O:11][CH2:12][CH2:13][N:14]([c:15]2[cH:16][cH:17][n:18][cH:19][cH:20]2)[C:21](=[O:22])[O:23][C:24]([CH3:25])([CH3:26])[CH3:27])[cH:7][c:8]([Cl:10])[cH:9]1)[OH:28]. The reactants are COC(C1=CC(=C(C=C1)C)O)=O (3-hydroxy-4-methyl-benzoic acid methyl ester), C1(=CC=CC=C1)C(CN(CC1=C(C(=CC=C1)C(F)(F)F)Cl)CCCO)C1=CC=CC=C1 (N-(2,2-diphenylethyl)-N-(3-hydroxy-propyl)-N-(2-chloro-3-trifluoromethyl-benzyl)amine), CC(C)OC(=O)/N=N/C(=O)OC(C)C (diisopropylazodicarboxylate), C1(=CC=CC=C1)P(C1=CC=CC=C1)C1=CC=CC=C1 (triphenylphosphine). Run in C1(=CC=CC=C1)C (toluene). Run at temperature 0 celsius, time 15 minute. Product: Cl.ClC1=C(CN(CCCOC=2C=C(C(=O)O)C=CC2C)CC(C2=CC=CC=C2)C2=CC=CC=C2)C=CC=C1C(F)(F)F (3-{3-[[2-Chloro-3-(trifluoromethyl)benzyl](2,2-diphenylethyl)amino]-propoxy}-4-methyl-benzoic acid hydrochloride salt). Isolated yield 103.2%. RXN SMILES: C[O:2][C:3](=[O:12])[C:4]1[CH:9]=[CH:8][C:7]([CH3:10])=[C:6]([OH:11])[CH:5]=1.[C:13]1([CH:19]([C:38]2[CH:43]=[CH:42][CH:41]=[CH:40][CH:39]=2)[CH2:20][N:21]([CH2:34][CH2:35][CH2:36]O)[CH2:22][C:23]2[CH:28]=[CH:27][CH:26]=[C:25]([C:29]([F:32])([F:31])[F:30])[C:24]=2[Cl:33])[CH:18]=[CH:17][CH:16]=[CH:15][CH:14]=1.C1(P(C2C=CC=CC=2)C2C=CC=CC=2)C=CC=CC=1.CC(OC(/N=N/C(OC(C)C)=O)=O)C>C1(C)C=CC=CC=1>[ClH:33].[Cl:33][C:24]1[C:25]([C:29]([F:30])([F:31])[F:32])=[CH:26][CH:27]=[CH:28][C:23]=1[CH2:22][N:21]([CH2:20][CH:19]([C:13]1[CH:14]=[CH:15][CH:16]=[CH:17][CH:18]=1)[C:38]1[CH:43]=[CH:42][CH:41]=[CH:40][CH:39]=1)[CH2:34][CH2:35][CH2:36][O:11][C:6]1[CH:5]=[C:4]([CH:9]=[CH:8][C:7]=1[CH3:10])[C:3]([OH:2])=[O:12] |f:5.6|. Reported procedure: To a stirring solution of 3-hydroxy-4-methyl-benzoic acid methyl ester (102 mg, 0.61 mmol) in anhydrous toluene (5 mL) was added N-(2,2-diphenylethyl)-N-(3-hydroxy-propyl)-N-(2-chloro-3-trifluoromethyl-benzyl)amine (211 mg, 0.47 mmol). Polymer bound triphenylphosphine (250 mg, 0.75 mmol, 3 mmol/g, Fluka Chemie) was then added, and the mixture stirred for 15 minutes. The reaction mixture was then cooled to 0° C. and diisopropylazodicarboxylate (115 ul, 0.58 mmol) was added in a dropwise fashion. ...